From a dataset of the Open Reaction Database (ORD), a public repository of structured organic reaction records. describe an organic reaction: reactants, conditions, products, and yield Solvent: C(C)(=O)O (acetic acid). Product: CC=1NC(=C(C(C1C(=O)OC)C1=C(C=CC=C1)[N+](=O)[O-])C(=O)OC)C=NO (dimethyl 2-methyl-4-(2-nitrophenyl)-6-hydroxyiminomethyl-1,4-dihydropyridine-3,5-dicarboxylate). RXN SMILES: [CH3:1][C:2]1[NH:3][C:4]([CH:25]=O)=[C:5]([C:21]([O:23][CH3:24])=[O:22])[CH:6]([C:12]2[CH:17]=[CH:16][CH:15]=[CH:14][C:13]=2[N+:18]([O-:20])=[O:19])[C:7]=1[C:8]([O:10][CH3:11])=[O:9].Cl.[NH2:28][OH:29].C([O-])(=O)C.[Na+]>C(O)(=O)C>[CH3:1][C:2]1[NH:3][C:4]([CH:25]=[N:28][OH:29])=[C:5]([C:21]([O:23][CH3:24])=[O:22])[CH:6]([C:12]2[CH:17]=[CH:16][CH:15]=[CH:14][C:13]=2[N+:18]([O-:20])=[O:19])[C:7]=1[C:8]([O:10][CH3:11])=[O:9] |f:1.2,3.4|. Reaction conditions: time 45 minute. Starting materials: CC=1NC(=C(C(C1C(=O)OC)C1=C(C=CC=C1)[N+](=O)[O-])C(=O)OC)C=O (dimethyl 2-methyl-4-(2-nitrophenyl)-6-formyl-1,4-dihydropyridine-3,5-dicarboxylate), Cl.NO (hydroxylamine hydrochloride), C(C)(=O)[O-].[Na+] (sodium acetate). Procedure: A mixture of dimethyl 2-methyl-4-(2-nitrophenyl)-6-formyl-1,4-dihydropyridine-3,5-dicarboxylate (3.6 g), hydroxylamine hydrochloride (764 mg) and sodium acetate (1.06 g) in acetic acid (20 ml) was stirred at room temperature for 45 minutes to form dimethyl 2-methyl-4-(2-nitrophenyl)-6-hydroxyiminomethyl-1,4-dihydropyridine-3,5-dicarboxylate. To the reaction mixture was added acetic anhydride (3.37 g) and the mixture was stirred at room temperature for 15 minutes and then heated at 100° C. for 3 ...